From a dataset of the Open Reaction Database (ORD), a public repository of structured organic reaction records. describe an organic reaction: reactants, conditions, products, and yield The reactants are C(C)C1C(CCC(C(OC(C2CCCCN2C(C(C2(C(CC(C(C(CC(CC(=C1)C)C)OC)O2)OC)C)O)=O)=O)=O)C(=CC2CC(C(CC2)O)O)C)C)=O (17-Ethyl-1-hydroxy-12-[2'-(3",4"-dihydroxycyclohexyl)-1'-methylvinyl]-23,25-dimethoxy-13,19,21,27-tetramethyl-11,28-dioxa-4-azatricyclo[22.3.1.04,9 ]octacos-18-ene-2,3,10,16-tetraone), C(C)(C)N(CC)C(C)C (diisopropylethylamine), [N+](=O)([O-])C1=C(C=CC=C1)S(=O)(=O)Cl (2-nitrobenzenesulonyl chloride). The reagents and catalysts are CN(C1=CC=NC=C1)C (4-dimethylaminopyridine). Run in C(Cl)Cl (methylene chloride). Conditions: time 4 hour. Product: title compound A, C(C)C1C(CCC(C(OC(C2CCCCN2C(C(C2(C(CC(C(C(CC(CC(=C1)C)C)OC)O2)OC)C)O)=O)=O)=O)C(=CC2CC(C(CC2)O)OS(=O)(=O)C2=C(C=CC=C2)[N+](=O)[O-])C)C)=O (17-Ethyl-1-hydroxy-12-[2'-[3"-(2"'-nitrobenzenesulfonyloxy)-4"-hydroxycyclohexyl]-1'-methylvinyl]-23,25-dimethoxy-13,19,21,27-tetramethyl-11,28-dioxa-4-azatricyclo[22.3.1.04,9 ]octacos-18-ene-2,3,10,16-tetraone). Isolated yield 24.1%. Reaction SMILES: [CH2:1]([CH:3]1[CH:29]=[C:28]([CH3:30])[CH2:27][CH:26]([CH3:31])[CH2:25][CH:24]([O:32][CH3:33])[CH:23]2[O:34][C:19]([OH:38])([CH:20]([CH3:37])[CH2:21][CH:22]2[O:35][CH3:36])[C:18](=[O:39])[C:17](=[O:40])[N:16]2[CH:11]([CH2:12][CH2:13][CH2:14][CH2:15]2)[C:10](=[O:41])[O:9][CH:8]([C:42]([CH3:52])=[CH:43][CH:44]2[CH2:49][CH2:48][CH:47]([OH:50])[CH:46]([OH:51])[CH2:45]2)[CH:7]([CH3:53])[CH2:6][CH2:5][C:4]1=[O:54])[CH3:2].C(N(C(C)C)CC)(C)C.[N+:64]([C:67]1[CH:72]=[CH:71][CH:70]=[CH:69][C:68]=1[S:73](Cl)(=[O:75])=[O:74])([O-:66])=[O:65]>C(Cl)Cl.CN(C)C1C=CN=CC=1>[CH2:1]([CH:3]1[CH:29]=[C:28]([CH3:30])[CH2:27][CH:26]([CH3:31])[CH2:25][CH:24]([O:32][CH3:33])[CH:23]2[O:34][C:19]([OH:38])([CH:20]([CH3:37])[CH2:21][CH:22]2[O:35][CH3:36])[C:18](=[O:39])[C:17](=[O:40])[N:16]2[CH:11]([CH2:12][CH2:13][CH2:14][CH2:15]2)[C:10](=[O:41])[O:9][CH:8]([C:42]([CH3:52])=[CH:43][CH:44]2[CH2:49][CH2:48][CH:47]([OH:50])[CH:46]([O:51][S:73]([C:68]3[CH:69]=[CH:70][CH:71]=[CH:72][C:67]=3[N+:64]([O-:66])=[O:65])(=[O:74])=[O:75])[CH2:45]2)[CH:7]([CH3:53])[CH2:6][CH2:5][C:4]1=[O:54])[CH3:2]. Procedure: To a solution of 17-ethyl-1-hydroxy-12-[2'-(3",4"-dihydroxycyclohexyl)-1'-methylvinyl]-23,25-dimethoxy-13,19,21,27-tetramethyl-11,28-dioxa-4-azatricyclo[22.3.1.04,9 ]octacos-18-ene-2,3,10,16-tetraone (200 mg, Example 38) in dry methylene chloride (20 ml) was added diisopropylethylamine (150 μl) followed by 2-nitrobenzenesulonyl chloride (60 mg), then 4-dimethylaminopyridine (27 mg). The yellow solution was stirred at room temperature under nitrogen atmosphere for 4 h, then quenched with sat'd aq... Reactants: [Cr](=O)(=O)([O-])Cl.[NH+]1=CC=CC=C1 (pyridinium chlorochromate), ClC1=C(C=CC=C1[N+](=O)[O-])CO ((2-chloro-3-nitrophenyl)methanol). The solvent is ClCCl (dichloromethane). Reaction conditions: time 12 hour. The product is ClC1=C(C=O)C=CC=C1[N+](=O)[O-] (2-Chloro-3-nitrobenzaldehyde). As a reaction SMILES: [Cr](Cl)([O-])(=O)=O.[NH+]1C=CC=CC=1.[Cl:12][C:13]1[C:18]([N+:19]([O-:21])=[O:20])=[CH:17][CH:16]=[CH:15][C:14]=1[CH2:22][OH:23]>ClCCl>[Cl:12][C:13]1[C:18]([N+:19]([O-:21])=[O:20])=[CH:17][CH:16]=[CH:15][C:14]=1[CH:22]=[O:23] |f:0.1|. Reported procedure: 8.43 g (39.09 mmol) of pyridinium chlorochromate (PCC) were added to a solution of 6.11 g (32.57 mmol) of (2-chloro-3-nitrophenyl)methanol in 120 ml of dichloromethane, and the mixture was stirred at room temperature for 12 hours. After complete conversion, the solvent was evaporated to dryness under reduced pressure. The residue obtained was purified chromatographically on silica gel (mobile phase dichloromethane/methanol 20:1). This gave 4.82 g (25.97 mmol, 79.7% of theory) of the title compou... Reactants: CC(C)(C)OC(=O)N1CCC1CO, CN(C)C=O, CI, [H-], [Na+], O. Product: COCC1CCN1C(=O)OC(C)(C)C. Reaction SMILES: [C:1]([CH3:2])([CH3:3])([CH3:4])[O:5][C:6](=[O:7])[N:8]1[CH:9]([CH2:12][OH:13])[CH2:10][CH2:11]1.[CH3:14][N:15]([CH3:16])[CH:17]=[O:18].[CH3:19][I:20].[H-:21].[Na+:22].[OH2:23]>>[C:1]([CH3:2])([CH3:3])([CH3:4])[O:5][C:6](=[O:7])[N:8]1[CH:9]([CH2:12][O:13][CH3:14])[CH2:10][CH2:11]1.